Dataset: the Open Reaction Database (ORD), a public repository of structured organic reaction records. Task: describe an organic reaction: reactants, conditions, products, and yield Reactants: N(=O)[O-].[K+] (Potassium nitrite), COC1=CC=C(CN(C(NCCCl)=O)C([C@@H]2[C@H]([C@@H]([C@H]([C@@](O)(O2)CCCC)O)O)O)O)C=C1 (3-(p-methoxybenzyl)-3-(n-butyl α-D-glucopyranose-6-yl)-1-(2-chloroethyl)urea). Run in O1CCCC1 (tetrahydrofuran), Cl (hydrochloric acid). Reaction conditions: time 10 minute. The product is COC1=CC=C(CN(C(N(N=O)CCCl)=O)C([C@@H]2[C@H]([C@@H]([C@H]([C@@](O)(O2)CCCC)O)O)O)O)C=C1 (3-(p-methoxybenzyl)-3-(n-butyl α-D-glucopyranose-6-yl)-1-(2-chloroethyl)-1-nitrosourea). Yield: 55.6%. RXN SMILES: [N:1]([O-:3])=O.[K+].[CH3:5][O:6][C:7]1[CH:36]=[CH:35][C:10]([CH2:11][N:12]([CH:19]([OH:34])[C@H:20]2[O:26][C@:24]([CH2:27][CH2:28][CH2:29][CH3:30])([OH:25])[C@H:23]([OH:31])[C@@H:22]([OH:32])[C@@H:21]2[OH:33])[C:13](=[O:18])[NH:14][CH2:15][CH2:16][Cl:17])=[CH:9][CH:8]=1>O1CCCC1.Cl>[CH3:5][O:6][C:7]1[CH:36]=[CH:35][C:10]([CH2:11][N:12]([CH:19]([OH:34])[C@H:20]2[O:26][C@:24]([CH2:27][CH2:28][CH2:29][CH3:30])([OH:25])[C@H:23]([OH:31])[C@@H:22]([OH:32])[C@@H:21]2[OH:33])[C:13](=[O:18])[N:14]([CH2:15][CH2:16][Cl:17])[N:1]=[O:3])=[CH:9][CH:8]=1 |f:0.1|. Procedure: Potassium nitrite (2 g) was added at 0° to 5° C. to a solution of the above synthesized 3-(p-methoxybenzyl)-3-(n-butyl α-D-glucopyranose-6-yl)-1-(2-chloroethyl)urea (3.85 g, 8.35 mmol) in a mixture of tetrahydrofuran (100 ml) and 10% hydrochloric acid (10 ml). After stirring at the same temperature for 10 minutes, the reaction mixture was extracted with ethyl acetate. The extract was dried over anhydrous sodium sulfate, vacuum-concentrated at 25° C., and purified by column chromatography (packin... Starting materials: C(C)(C)(C)OC(=O)N1N=CC2=C(C(=CC=C12)NS(=O)(=O)C1CC1)NC1=C(C=C(C=C1)I)F (5-cyclopropanesulfonylamino-4-(2-fluoro-4-iodo-phenylamino)-indazole-1-carboxylic acid tert-butyl ester), C(=O)(C(F)(F)F)O (TFA), C(=O)(C(F)(F)F)O (TFA). The solvent is C(Cl)Cl (DCM). Conditions: time 2 hour. The product is FC1=C(C=CC(=C1)I)NC1=C2C=NNC2=CC=C1NS(=O)(=O)C1CC1 (Cyclopropanesulfonic acid [4-(2-fluoro-4-iodo-phenylamino)-1H-indazol-5-yl]-amide). Yield: 48.8%. As a reaction SMILES: C(OC([N:8]1[C:16]2[C:11](=[C:12]([NH:24][C:25]3[CH:30]=[CH:29][C:28]([I:31])=[CH:27][C:26]=3[F:32])[C:13]([NH:17][S:18]([CH:21]3[CH2:23][CH2:22]3)(=[O:20])=[O:19])=[CH:14][CH:15]=2)[CH:10]=[N:9]1)=O)(C)(C)C.C(O)(C(F)(F)F)=O>C(Cl)Cl>[F:32][C:26]1[CH:27]=[C:28]([I:31])[CH:29]=[CH:30][C:25]=1[NH:24][C:12]1[C:13]([NH:17][S:18]([CH:21]2[CH2:23][CH2:22]2)(=[O:20])=[O:19])=[CH:14][CH:15]=[C:16]2[C:11]=1[CH:10]=[N:9][NH:8]2. Reported procedure: To a solution of 5-cyclopropanesulfonylamino-4-(2-fluoro-4-iodo-phenylamino)-indazole-1-carboxylic acid tert-butyl ester (206 mg, 0.36 mmol) in DCM (8 mL) was added TFA (1 mL) and the reaction mixture stirred at room temperature for 2 hours. Additional TFA (1 mL) was added and stirring continued for a further 1 hour before the reaction mixture was concentrated in vacuo and the residue azeotroped with DCM, methanol and then DCM again. The resultant residue was triturated with diethyl ether, the s... Starting materials: BrCCCCCCC(=O)O (7-bromoheptanoic acid), C(C(=O)Cl)(=O)Cl (oxalylchloride), CN(C)C=O (DMF). The solvent is C(Cl)Cl (CH2Cl2). Conditions: time 8 hour. The product is BrCCCCCCC(=O)Cl (7-bromoheptanoyl chloride). The yield is 99.5%. As a reaction SMILES: [Br:1][CH2:2][CH2:3][CH2:4][CH2:5][CH2:6][CH2:7][C:8]([OH:10])=O.C(Cl)(=O)C([Cl:14])=O.CN(C=O)C>C(Cl)Cl>[Br:1][CH2:2][CH2:3][CH2:4][CH2:5][CH2:6][CH2:7][C:8]([Cl:14])=[O:10]. Reported procedure: to a suspension of 7-bromoheptanoic acid (1.7 g, 8.13 mmol) obtained above in CH2Cl2 (30 mL) were added oxalylchloride (2.13 mL, 24.39 mmol) and a catalytic amount of DMF. The mixture was stirred overnight at room temperature. The solvent was removed by evaporation in vacuo to give 1.84 g (100%) of the 7-bromoheptanoyl chloride as a yellow solid. The reactants are CC1=CC=C(C=C1)C1=C(C=NO1)C(=O)Cl (5-(4-methylphenyl)isoxazole-4-carbonyl chloride), N1CCC(CC1)N1C(NC2=C1C=CC=C2)=O (1-piperidin-4-yl-1,3-dihydro-2H-benzimidazol-2-one). Solvent: ClCCl (dichloromethane). Reaction conditions: time 1 hour. Product: CC1=CC=C(C=C1)C1=C(C=NO1)C(=O)N1CCC(CC1)N1C(NC2=C1C=CC=C2)=O (1-(1-{[5-(4-Methylphenyl)isoxazol-4-yl]carbonyl}piperidin-4-yl)-1,3-dihydro-2H-benzimidazol-2-one). Reaction SMILES: [CH3:1][C:2]1[CH:7]=[CH:6][C:5]([C:8]2[O:12][N:11]=[CH:10][C:9]=2[C:13](Cl)=[O:14])=[CH:4][CH:3]=1.[NH:16]1[CH2:21][CH2:20][CH:19]([N:22]2[C:26]3[CH:27]=[CH:28][CH:29]=[CH:30][C:25]=3[NH:24][C:23]2=[O:31])[CH2:18][CH2:17]1>ClCCl>[CH3:1][C:2]1[CH:7]=[CH:6][C:5]([C:8]2[O:12][N:11]=[CH:10][C:9]=2[C:13]([N:16]2[CH2:17][CH2:18][CH:19]([N:22]3[C:26]4[CH:27]=[CH:28][CH:29]=[CH:30][C:25]=4[NH:24][C:23]3=[O:31])[CH2:20][CH2:21]2)=[O:14])=[CH:4][CH:3]=1. Reported procedure: To 5-(4-methylphenyl)isoxazole-4-carbonyl chloride (10 mg, 0.054 mmol) in dichloromethane (1 mL) was added 1-piperidin-4-yl-1,3-dihydro-2H-benzimidazol-2-one (10 mg, 0.046 mmol, 1 eq.), and the reaction mixture was stirred for 1 h. The solvent was removed, and the residue was purified by preparative reverse-phase HPLC to give the title compound. HRMS (ESI, pos. ion) m/z calcd for C23H22N4O3: 402.1692, found 402.1695. Starting materials: COC(=O)C=1N=C2N(C(C1O)=O)C(=CN2CC(=O)N2CC(CC(C2)C)C)CSC (1-[2-(3,5-dimethyl-piperidin-1-yl)-2-oxo-ethyl]-6-hydroxy-3-methylsulfanylmethyl-5-oxo-1,5-dihydro-imidazo[1,2-a]pyrimidine-7-carboxylic acid methyl ester), NCC1=C(C=C(C=C1)F)S(=O)(=O)N(C)C (2-aminomethyl-5-fluoro-N,N-dimethyl-benzenesulfonamide). Product: CN(S(=O)(=O)C1=C(CNC(=O)C=2N=C3N(C(C2O)=O)C(=CN3CC(=O)N3CC(CC(C3)C)C)CSC)C=CC(=C1)F)C (1-[2-(3,5-Dimethyl-piperidin-1-yl)-2-oxo-ethyl]-6-hydroxy-3-methylsulfanylmethyl-5-oxo-1,5-dihydro-imidazo[1,2-a]pyrimidine-7-carboxylic acid 2-dimethylsulfamoyl-4-fluoro-benzylamide). Yield: 84.7%. As a reaction SMILES: C[O:2][C:3]([C:5]1[N:6]=[C:7]2[N:15]([CH2:16][C:17]([N:19]3[CH2:24][CH:23]([CH3:25])[CH2:22][CH:21]([CH3:26])[CH2:20]3)=[O:18])[CH:14]=[C:13]([CH2:27][S:28][CH3:29])[N:8]2[C:9](=[O:12])[C:10]=1[OH:11])=O.[NH2:30][CH2:31][C:32]1[CH:37]=[CH:36][C:35]([F:38])=[CH:34][C:33]=1[S:39]([N:42]([CH3:44])[CH3:43])(=[O:41])=[O:40]>>[CH3:43][N:42]([CH3:44])[S:39]([C:33]1[CH:34]=[C:35]([F:38])[CH:36]=[CH:37][C:32]=1[CH2:31][NH:30][C:3]([C:5]1[N:6]=[C:7]2[N:15]([CH2:16][C:17]([N:19]3[CH2:20][CH:21]([CH3:26])[CH2:22][CH:23]([CH3:25])[CH2:24]3)=[O:18])[CH:14]=[C:13]([CH2:27][S:28][CH3:29])[N:8]2[C:9](=[O:12])[C:10]=1[OH:11])=[O:2])(=[O:41])=[O:40]. Reported procedure: Following the same procedure for Example 187 but using 1-[2-(3,5-dimethyl-piperidin-1-yl)-2-oxo-ethyl]-6-hydroxy-3-methylsulfanylmethyl-5-oxo-1,5-dihydro-imidazo[1,2-a]pyrimidine-7-carboxylic acid methyl ester Example 191 and 2-aminomethyl-5-fluoro-N,N-dimethyl-benzenesulfonamide, the title product was obtained in 84.7% yield as a yellowish amorphous solid.